Dataset: the Open Reaction Database (ORD), a public repository of structured organic reaction records. Task: describe an organic reaction: reactants, conditions, products, and yield Product: C(=C)C12CC3(CC(CC(C1)C3)C2)O (3-vinyl-1-adamantanol). Starting materials: OC(C)C12CC3(CC(CC(C1)C3)C2)O (3-(1-hydroxyethyl)-1-adamantanol), S(O)(O)(=O)=O (sulfuric acid), resultant mixture. Reaction SMILES: O[CH:2]([C:4]12[CH2:13][CH:8]3[CH2:9][CH:10]([CH2:12][C:6]([OH:14])([CH2:7]3)[CH2:5]1)[CH2:11]2)[CH3:3].S(=O)(=O)(O)O>C1(C=CC(O)=CC=1)O.C1(C)C=CC=CC=1>[CH:2]([C:4]12[CH2:13][CH:8]3[CH2:9][CH:10]([CH2:12][C:6]([OH:14])([CH2:7]3)[CH2:5]1)[CH2:11]2)=[CH2:3]. Reported procedure: To 3 g of 3-(1-hydroxyethyl)-1-adamantanol were added 60 ml of toluene, 0.4 g of 98% sulfuric acid, and 0.01 g of hydroquinone, and the resultant mixture was stirred for 5 hours with azeotropic distillation and dehydration. The reaction mixture was cooled, was washed with a saturated aqueous sodium bicarbonate and saturated sodium chloride aqueous solution, and was then concentrated. The residue was purified by column chromatography on a silica gel (SiO2 80 g, developing solution: hexane/ethyl a... The yield is 55.1%. Run in C1(=CC=CC=C1)C (toluene). Reagents/catalysts: C1(O)=CC=C(O)C=C1 (hydroquinone). Product: C(C1=CC=CC=C1)N1CC(C(CC1)C1=CC(=CC=C1)F)OCC1=CC2=CC=CC=C2C=C1 ((3RS,4RS)-1-benzyl-4-(3-fluorophenyl)-3-(naphthalen-2-ylmethoxy)-piperidine). Procedure: In an analogous manner to that described in Example 1 (g), by alkylating (3RS,4RS)-1-benzyl-4-(3-fluorophenyl)-piperidin-3-ol with 2-bromomethyinaphthalene there was obtained (3RS,4RS)-1-benzyl-4-(3-fluorophenyl)-3-(naphthalen-2-ylmethoxy)-piperidine as a colourless oil; MS: 426 (M+H)+. By cleavage of the benzyl protecting group with 2,2,2-trichloroethyl chloroformate in an analogous manner to that described in Example 12 (c) there was obtained 2,2,2-trichloroethyl (3RS,4RS)-4-(3-fluorophenyl)-3... RXN SMILES: [CH2:1]([N:8]1[CH2:13][CH2:12][CH:11]([C:14]2[CH:19]=[CH:18][CH:17]=[C:16]([F:20])[CH:15]=2)[CH:10]([OH:21])[CH2:9]1)[C:2]1[CH:7]=[CH:6][CH:5]=[CH:4][CH:3]=1.Br[CH2:23][C:24]1[CH:33]=[CH:32][C:31]2[C:26](=[CH:27][CH:28]=[CH:29][CH:30]=2)[CH:25]=1>>[CH2:1]([N:8]1[CH2:13][CH2:12][CH:11]([C:14]2[CH:19]=[CH:18][CH:17]=[C:16]([F:20])[CH:15]=2)[CH:10]([O:21][CH2:23][C:24]2[CH:33]=[CH:32][C:31]3[C:26](=[CH:27][CH:28]=[CH:29][CH:30]=3)[CH:25]=2)[CH2:9]1)[C:2]1[CH:7]=[CH:6][CH:5]=[CH:4][CH:3]=1. Starting materials: Example 1 ( g ), C(C1=CC=CC=C1)N1CC(C(CC1)C1=CC(=CC=C1)F)O ((3RS,4RS)-1-benzyl-4-(3-fluorophenyl)-piperidin-3-ol), BrCC1=CC2=CC=CC=C2C=C1 (2-bromomethyinaphthalene). Reactants: C(C)(C)(C)OC(=O)N1[C@@H]2C[C@@H]2C[C@H]1C(NC1=CC(=CC(=C1)C1=NN=NN1)Br)=O ((1R,3S,5R)-3-[3-bromo-5-(1H-tetrazol-5-yl)-phenylcarbamoyl]-2-aza-bicyclo[3.1.0]hexane-2-carboxylic acid tert-butyl ester), C(=O)(C(F)(F)F)O (TFA). The solvent is C(Cl)Cl (CH2Cl2), CO (MeOH), C(Cl)Cl (CH2Cl2). Run at time 4 hour. Product: BrC=1C=C(C=C(C1)C1=NN=NN1)NC(=O)[C@H]1N[C@@H]2C[C@@H]2C1 ((1R,3S,5R)-2-aza-bicyclo[3.1.0]hexane-3-carboxylic acid [3-bromo-5-(1H-tetrazol-5-yl)-phenyl]-amide). Reaction SMILES: C(OC([N:8]1[C@H:13]([C:14](=[O:28])[NH:15][C:16]2[CH:21]=[C:20]([C:22]3[NH:26][N:25]=[N:24][N:23]=3)[CH:19]=[C:18]([Br:27])[CH:17]=2)[CH2:12][C@@H:11]2[C@H:9]1[CH2:10]2)=O)(C)(C)C.C(O)(C(F)(F)F)=O>C(Cl)Cl.CO>[Br:27][C:18]1[CH:17]=[C:16]([NH:15][C:14]([C@@H:13]2[CH2:12][C@@H:11]3[C@@H:9]([CH2:10]3)[NH:8]2)=[O:28])[CH:21]=[C:20]([C:22]2[NH:26][N:25]=[N:24][N:23]=2)[CH:19]=1. Procedure details: To a solution of (1R,3S,5R)-3-[3-bromo-5-(1H-tetrazol-5-yl)-phenylcarbamoyl]-2-aza-bicyclo[3.1.0]hexane-2-carboxylic acid tert-butyl ester (200 mg, 0.445 mmol) in CH2Cl2 (2 mL) was added TFA (0.686 ml, 8.9 mmol). The reaction mixture was stirred at RT for 4 h. After completion the reaction mixture was diluted with CH2Cl2 and MeOH and the volatiles were removed under vacuum. MeOH was added and the reaction mixture concentrated again under vacuum. This operation was repeated twice to afford a mixt... Starting materials: [Br-], C[Mg+], Cc1ccc(-c2nc3ccc(C)cn3c2CC(=O)Sc2ccccn2)cc1. Yields the product CC(=O)Cc1c(-c2ccc(C)cc2)nc2ccc(C)cn12. As a reaction SMILES: [Br-:28].[CH3:29][Mg+:30].[n:1]1[cH:2][cH:3][cH:4][cH:5][c:6]1[S:7][C:8]([CH2:9][c:10]1[c:11](-[c:20]2[cH:21][cH:22][c:23]([CH3:26])[cH:24][cH:25]2)[n:12][c:13]2[n:14]1[cH:15][c:16]([CH3:19])[cH:17][cH:18]2)=[O:27]>>[C:8]([CH2:9][c:10]1[c:11](-[c:20]2[cH:21][cH:22][c:23]([CH3:26])[cH:24][cH:25]2)[n:12][c:13]2[n:14]1[cH:15][c:16]([CH3:19])[cH:17][cH:18]2)(=[O:27])[CH3:29]. The reactants are ClC1=NC(=C(C(=O)N)C=C1F)NC1=CC=C(C=C1)N1CCOCC1 (6-chloro-5-fluoro-2-(4-morpholinophenylamino)nicotinamide), C(CCC)[Sn](C1=CC(CCC1)=O)(CCCC)CCCC (3-(tributylstannyl)cyclohex-2-enone). The reagents and catalysts are C1=CC=C(C=C1)P(C2=CC=CC=C2)C3=CC=CC=C3.C1=CC=C(C=C1)P(C2=CC=CC=C2)C3=CC=CC=C3.Cl[Pd]Cl (dichloro bis(triphenylphosphine)palladium (II)). Run in C(Cl)Cl (methylene chloride), CN(C)C=O (DMF). The product is FC=1C(=NC(=C(C(=O)N)C1)NC1=CC=C(C=C1)N1CCOCC1)C1=CC(CCC1)=O (5-Fluoro-2-(4-morpholinophenylamino)-6-(3-oxocyclohex-1-enyl)nicotinamide). Yield: 23.5%. RXN SMILES: Cl[C:2]1[C:10]([F:11])=[CH:9][C:5]([C:6]([NH2:8])=[O:7])=[C:4]([NH:12][C:13]2[CH:18]=[CH:17][C:16]([N:19]3[CH2:24][CH2:23][O:22][CH2:21][CH2:20]3)=[CH:15][CH:14]=2)[N:3]=1.C([Sn](CCCC)(CCCC)[C:30]1[CH2:35][CH2:34][CH2:33][C:32](=[O:36])[CH:31]=1)CCC>CN(C=O)C.C(Cl)Cl.C1C=CC(P(C2C=CC=CC=2)C2C=CC=CC=2)=CC=1.C1C=CC(P(C2C=CC=CC=2)C2C=CC=CC=2)=CC=1.Cl[Pd]Cl>[F:11][C:10]1[C:2]([C:30]2[CH2:35][CH2:34][CH2:33][C:32](=[O:36])[CH:31]=2)=[N:3][C:4]([NH:12][C:13]2[CH:18]=[CH:17][C:16]([N:19]3[CH2:24][CH2:23][O:22][CH2:21][CH2:20]3)=[CH:15][CH:14]=2)=[C:5]([CH:9]=1)[C:6]([NH2:8])=[O:7] |f:4.5.6|. Reported procedure: A solution of 6-chloro-5-fluoro-2-(4-morpholinophenylamino)nicotinamide (80 mg, 0.228 mmol), 3-(tributylstannyl)cyclohex-2-enone (105 mg, 0.274 mmol) (synthesized according to literature procedure: Tet. Lett., 31:1837-1840 (1990)), and dichloro bis(triphenylphosphine)palladium (II) (16.05 mg, 0.023 mmol) in DMF (2 mL) was microwaved at 160° C. for 1 h. The reaction mixture was diluted with methylene chloride, washed with satd. NaHCO3, water, and concentrated. The residue was purified prep-HPLC. ... Starting materials: NC1=C(C(=O)NC2=C(C=NC=C2)C)C=C(C=N1)Br (2-amino-5-bromo-N-(3-methyl-pyridin-4-yl)-nicotinamide), COCCN1N=CC(=C1)B1OC(C(O1)(C)C)(C)C (1-(2-methoxy-ethyl)-4-(4,4,5,5-tetramethyl-[1,3,2]dioxaborolan-2-yl)-1H-pyrazole). Yields the product NC1=C(C(=O)NC2=C(C=NC=C2)C)C=C(C=N1)C=1C=NN(C1)CCOC (2-Amino-5-[1-(2-methoxy-ethyl)-1H-pyrazol-4-yl]-N-(3-methyl-pyridin-4-yl)-nicotinamide). Reaction SMILES: [NH2:1][C:2]1[N:17]=[CH:16][C:15](Br)=[CH:14][C:3]=1[C:4]([NH:6][C:7]1[CH:12]=[CH:11][N:10]=[CH:9][C:8]=1[CH3:13])=[O:5].[CH3:19][O:20][CH2:21][CH2:22][N:23]1[CH:27]=[C:26](B2OC(C)(C)C(C)(C)O2)[CH:25]=[N:24]1>>[NH2:1][C:2]1[N:17]=[CH:16][C:15]([C:26]2[CH:25]=[N:24][N:23]([CH2:22][CH2:21][O:20][CH3:19])[CH:27]=2)=[CH:14][C:3]=1[C:4]([NH:6][C:7]1[CH:12]=[CH:11][N:10]=[CH:9][C:8]=1[CH3:13])=[O:5]. Procedure details: Reaction of 2-amino-5-bromo-N-(3-methyl-pyridin-4-yl)-nicotinamide with 1-(2-methoxy-ethyl)-4-(4,4,5,5-tetramethyl-[1,3,2]dioxaborolan-2-yl)-1H-pyrazole gives the compound “A22”; HPLC/MS: 1.07 min, [M+H]=353;